Dataset: the Open Reaction Database (ORD), a public repository of structured organic reaction records. Task: describe an organic reaction: reactants, conditions, products, and yield Starting materials: CC(C)(C)OC(=O)c1ccc(F)cc1, O=C([O-])[O-], CS(C)=O, CCOCC, [K+], [K+], OC1(c2ccccc2)CCNCC1. Yields the product CC(C)(C)OC(=O)c1ccc(N2CCC(O)(c3ccccc3)CC2)cc1. RXN SMILES: [C:14]([CH3:15])([CH3:16])([CH3:17])[O:18][C:19]([c:20]1[cH:21][cH:22][c:23]([F:26])[cH:24][cH:25]1)=[O:27].[C:28](=[O:29])([O-:30])[O-:31].[CH3:34][S:35]([CH3:36])=[O:37].[CH3:38][CH2:39][O:40][CH2:41][CH3:42].[K+:32].[K+:33].[OH:1][C:2]1([c:8]2[cH:9][cH:10][cH:11][cH:12][cH:13]2)[CH2:3][CH2:4][NH:5][CH2:6][CH2:7]1>>[OH:1][C:2]1([c:8]2[cH:9][cH:10][cH:11][cH:12][cH:13]2)[CH2:3][CH2:4][N:5]([c:23]2[cH:22][cH:21][c:20]([C:19]([O:18][C:14]([CH3:15])([CH3:16])[CH3:17])=[O:27])[cH:25][cH:24]2)[CH2:6][CH2:7]1. Reactants: ClC=1C=C(C=CC1)[C@H]1CCC(N[C@@H]1C1=CC=C(C=C1)Cl)=O ((5R,6S)-5-(3-chlorophenyl)-6-(4-chlorophenyl)piperidin-2-one), [H-].[Na+] (sodium hydride), C1(CC1)CBr (cyclopropylmethyl bromide). Run in CN(C)C=O (DMF). Run at temperature 0 celsius, time 20 minute. Product: ClC=1C=C(C=CC1)[C@H]1CCC(N([C@@H]1C1=CC=C(C=C1)Cl)CC1CC1)=O ((5R,6S)-5-(3-chlorophenyl)-6-(4-chlorophenyl)-1-(cyclopropylmethyl)piperidin-2-one). RXN SMILES: [Cl:1][C:2]1[CH:3]=[C:4]([C@@H:8]2[C@@H:13]([C:14]3[CH:19]=[CH:18][C:17]([Cl:20])=[CH:16][CH:15]=3)[NH:12][C:11](=[O:21])[CH2:10][CH2:9]2)[CH:5]=[CH:6][CH:7]=1.[H-].[Na+].[CH:24]1([CH2:27]Br)[CH2:26][CH2:25]1>CN(C=O)C>[Cl:1][C:2]1[CH:3]=[C:4]([C@@H:8]2[C@@H:13]([C:14]3[CH:15]=[CH:16][C:17]([Cl:20])=[CH:18][CH:19]=3)[N:12]([CH2:27][CH:24]3[CH2:26][CH2:25]3)[C:11](=[O:21])[CH2:10][CH2:9]2)[CH:5]=[CH:6][CH:7]=1 |f:1.2|. Procedure: To a solution of 1.5 g (4.7 mmol) of (5R,6S)-5-(3-chlorophenyl)-6-(4-chlorophenyl)piperidin-2-one (Example 1, Step E) in 9.4 mL of DMF was added sodium hydride (60% suspension in mineral oil, 244 mg, 6.1 mmol) at 0° C. The reaction was stirred at 0° C. for 20 min and then treated with cyclopropylmethyl bromide (759 μl, 5621 μmol). After being stirred at 25° C. for 5 h, the reaction was quenched (sat. aqueous NH4Cl), extracted (2×EtOAc). The combined organic layers were washed with sat. aq. NaCl ... Reactants: N[C@H](CC(C)C)C(=O)O (D-Leu), C(C1=CC=CC=C1)OC(=O)Cl (Benzyloxycarbonyl chloride). The solvent is O (water), [OH-].[Na+] (NaOH), [OH-].[Na+] (NaOH). Reaction conditions: time 1 hour. The product is N([C@H](CC(C)C)C(=O)O)C(=O)OCC1=CC=CC=C1 (Z-D-Leu). As a reaction SMILES: [CH2:1]([O:8][C:9](Cl)=[O:10])[C:2]1[CH:7]=[CH:6][CH:5]=[CH:4][CH:3]=1.[NH2:12][C@@H:13]([C:18]([OH:20])=[O:19])[CH2:14][CH:15]([CH3:17])[CH3:16]>[OH-].[Na+].O>[NH:12]([C:9]([O:8][CH2:1][C:2]1[CH:7]=[CH:6][CH:5]=[CH:4][CH:3]=1)=[O:10])[C@@H:13]([C:18]([OH:20])=[O:19])[CH2:14][CH:15]([CH3:17])[CH3:16] |f:2.3|. Procedure details: Benzyloxycarbonyl chloride (abbreviated Z-Cl hereafter) (65 ml) and 114 ml of 4 N NaOH were simultaneously added under agitation with ice-cooling to a solution of 50 g of D-Leu in 191 ml of 2 N NaOH and stirred for a further one hour. After the reaction mixture was diluted with one liter of distilled water, it was rinsed three times with 300 ml each of ethyl acetate. The aqueous layer was adjusted to pH 2.0 with 4 N HCl under cooling with ice. The oily material formed was extracted with ethyl ac... Reactants: O=C([O-])[O-], NC(=O)N1CC2CNCC2C1, Fc1ccc2nc(Oc3ccc(CCl)cc3)sc2c1, Cl, [Cs+], [Cs+], CN(C)C=O. Yields the product NC(=O)N1CC2CN(Cc3ccc(Oc4nc5ccc(F)cc5s4)cc3)CC2C1. As a reaction SMILES: [C:32](=[O:33])([O-:34])[O-:35].[CH2:20]1[N:21]([C:28](=[O:29])[NH2:30])[CH2:22][CH:23]2[CH:24]1[CH2:25][NH:26][CH2:27]2.[Cl:1][CH2:2][c:3]1[cH:4][cH:5][c:6]([O:7][c:8]2[s:9][c:10]3[c:11]([n:12]2)[cH:13][cH:14][c:15]([F:17])[cH:16]3)[cH:18][cH:19]1.[ClH:31].[Cs+:36].[Cs+:37].[O:38]=[CH:39][N:40]([CH3:41])[CH3:42]>>[CH2:2]([c:3]1[cH:4][cH:5][c:6]([O:7][c:8]2[s:9][c:10]3[c:11]([n:12]2)[cH:13][cH:14][c:15]([F:17])[cH:16]3)[cH:18][cH:19]1)[N:26]1[CH2:25][CH:24]2[CH2:20][N:21]([C:28](=[O:29])[NH2:30])[CH2:22][CH:23]2[CH2:27]1. Reactants: C1COCCO1, COCC(C)Nc1cc(-c2ccnc(Cl)n2)ncn1, Nc1cccc(Cl)c1, O, Cc1ccc(S(=O)(=O)O)cc1. Product: COCC(C)Nc1cc(-c2ccnc(Nc3cccc(Cl)c3)n2)ncn1. Reaction SMILES: [CH2:40]1[O:41][CH2:42][CH2:43][O:44][CH2:45]1.[Cl:1][c:2]1[n:3][cH:4][cH:5][c:6](-[c:8]2[n:9][cH:10][n:11][c:12]([NH:14][CH:15]([CH2:16][O:17][CH3:18])[CH3:19])[cH:13]2)[n:7]1.[Cl:20][c:21]1[cH:22][c:23]([NH2:24])[cH:25][cH:26][cH:27]1.[OH2:28].[c:29]1([CH3:30])[cH:31][cH:32][c:33]([S:34]([OH:35])(=[O:36])=[O:37])[cH:38][cH:39]1>>[c:2]1([NH:24][c:23]2[cH:22][c:21]([Cl:20])[cH:27][cH:26][cH:25]2)[n:3][cH:4][cH:5][c:6](-[c:8]2[n:9][cH:10][n:11][c:12]([NH:14][CH:15]([CH2:16][O:17][CH3:18])[CH3:19])[cH:13]2)[n:7]1.